Dataset: the Open Reaction Database (ORD), a public repository of structured organic reaction records. Task: describe an organic reaction: reactants, conditions, products, and yield Starting materials: OC1CN2C(C(CCCCCC=CC3CC3(NC(C2C1)=O)C(=O)NS(=O)(=O)C1CC1)NC(=O)OC(C)(C)C)=O (18-hydroxy-14-tert-butoxycarbonylamino-4-cyclopropylsulfonylaminocarbonyl-2,15-dioxo-3,16-diazatricyclo[14.3.0.04,6]-nonadec-7-ene), N1=C(C=CC=C1)C(=O)Cl (picolinoyl chloride). Product: N1=C(C=CC=C1)C(=O)OC1CN2C(C(CCCCCC=CC3CC3(NC(C2C1)=O)C(=O)NS(=O)(=O)C1CC1)NC(=O)OC(C)(C)C)=O (18-(picolinoyloxy)-14-tert-butoxycarbonylamino-4-cyclopropylsulfonylaminocarbonyl-2,15-dioxo-3,16-diazatricyclo-[14.3.0.04,6]-nonadec-7-ene). Isolated yield 35.6%. RXN SMILES: [OH:1][CH:2]1[CH2:20][CH:19]2[N:4]([C:5](=[O:39])[CH:6]([NH:31][C:32]([O:34][C:35]([CH3:38])([CH3:37])[CH3:36])=[O:33])[CH2:7][CH2:8][CH2:9][CH2:10][CH2:11][CH:12]=[CH:13][CH:14]3[C:16]([C:22]([NH:24][S:25]([CH:28]4[CH2:30][CH2:29]4)(=[O:27])=[O:26])=[O:23])([NH:17][C:18]2=[O:21])[CH2:15]3)[CH2:3]1.[N:40]1[CH:45]=[CH:44][CH:43]=[CH:42][C:41]=1[C:46](Cl)=[O:47]>>[N:40]1[CH:45]=[CH:44][CH:43]=[CH:42][C:41]=1[C:46]([O:1][CH:2]1[CH2:20][CH:19]2[N:4]([C:5](=[O:39])[CH:6]([NH:31][C:32]([O:34][C:35]([CH3:36])([CH3:38])[CH3:37])=[O:33])[CH2:7][CH2:8][CH2:9][CH2:10][CH2:11][CH:12]=[CH:13][CH:14]3[C:16]([C:22]([NH:24][S:25]([CH:28]4[CH2:30][CH2:29]4)(=[O:27])=[O:26])=[O:23])([NH:17][C:18]2=[O:21])[CH2:15]3)[CH2:3]1)=[O:47]. Procedure: Prepared by way of method I using 18-hydroxy-14-tert-butoxycarbonylamino-4-cyclopropylsulfonylaminocarbonyl-2,15-dioxo-3,16-diazatricyclo[14.3.0.04,6]-nonadec-7-ene (100 mg, 0.175 mmol) and picolinoyl chloride (94 mg, 0.53 mmol). The final trituration (diethyl ether/hexane) and filtration gave 42 mg (54%) of 18-(picolinoyloxy)-14-tert-butoxycarbonylamino-4-cyclopropylsulfonylaminocarbonyl-2,15-dioxo-3,16-diazatricyclo-[14.3.0.04,6]-nonadec-7-ene as a white powder: 99.8% pure (HPLC), MS m/z 672 (...